From a dataset of the Open Reaction Database (ORD), a public repository of structured organic reaction records. describe an organic reaction: reactants, conditions, products, and yield Starting materials: [Al+3], BrBr, O=C(O)C12CC3CC(CC(C3)C1)C2, [Cl-], [Cl-], [Cl-], ClC(Cl)Cl. Yields the product O=C(O)C12CC3CC(CC(Br)(C3)C1)C2. As a reaction SMILES: [Al+3:15].[Br:18][Br:19].[C:1]12([C:11](=[O:12])[OH:13])[CH2:2][CH:3]3[CH2:4][CH:5]([CH2:6][CH:7]([CH2:8]1)[CH2:9]3)[CH2:10]2.[Cl-:14].[Cl-:16].[Cl-:17].[Cl:20][CH:21]([Cl:22])[Cl:23]>>[C:1]12([C:11](=[O:12])[OH:13])[CH2:2][C:3]3([Br:18])[CH2:4][CH:5]([CH2:6][CH:7]([CH2:8]1)[CH2:9]3)[CH2:10]2. Reactants: FC(C(=O)N[C@@H](C(=O)O)CC(C1=CC=C(C=C1)CCCCCCCC)=O)(F)F (2-(R)-trifluoroacetamido-4-oxo-4-(4-octylphenyl)butanoic acid). Reagents/catalysts: [Pd] (Pd/C). The solvent is CC(=O)O (HOAc). Conditions: time 20 hour. Product: FC(C(=O)N[C@@H](C(=O)O)CCC1=CC=C(C=C1)CCCCCCCC)(F)F (2-(R)-Trifluoroacetamido-4-(4-octylphenyl)butanoic acid). As a reaction SMILES: [F:1][C:2]([F:28])([F:27])[C:3]([NH:5][C@H:6]([CH2:10][C:11](=O)[C:12]1[CH:17]=[CH:16][C:15]([CH2:18][CH2:19][CH2:20][CH2:21][CH2:22][CH2:23][CH2:24][CH3:25])=[CH:14][CH:13]=1)[C:7]([OH:9])=[O:8])=[O:4]>CC(O)=O.[Pd]>[F:1][C:2]([F:27])([F:28])[C:3]([NH:5][C@H:6]([CH2:10][CH2:11][C:12]1[CH:13]=[CH:14][C:15]([CH2:18][CH2:19][CH2:20][CH2:21][CH2:22][CH2:23][CH2:24][CH3:25])=[CH:16][CH:17]=1)[C:7]([OH:9])=[O:8])=[O:4]. Procedure details: A mixture of 8.7 g (21.7 mmol) of 2-(R)-trifluoroacetamido-4-oxo-4-(4-octylphenyl)butanoic acid (from Example 12, Step A) and 1.75 g of 10% Pd/C in 25 mL of HOAc was hydrogenated at 40 psi for 20 h. The mixture was filtered through a pad of Celite; the flask and pad were rinsed with EtOAc. Toluene was added to the filtrate and the filtrate was concentrated to afford 9.0 of the title compound which was used without further purification. Reactants: Br, OCCCCCCCCCCO. The product is OCCCCCCCCCCBr. As a reaction SMILES: [BrH:13].[CH2:1]([CH2:2][CH2:3][CH2:4][CH2:5][CH2:6][CH2:7][CH2:8][CH2:9][CH2:10][OH:11])[OH:12]>>[CH2:1]([CH2:2][CH2:3][CH2:4][CH2:5][CH2:6][CH2:7][CH2:8][CH2:9][CH2:10][OH:11])[Br:13].